This data is from the Open Reaction Database (ORD), a public repository of structured organic reaction records. The task is: describe an organic reaction: reactants, conditions, products, and yield The reactants are OC1=CC=C(C=C1)CC(C(=O)O)=O (3-(4-hydroxyphenyl)-2-oxopropanoic acid), C(C1=CC=CC=C1)C=1C(=NC=C(N1)C1=CC=CC=C1)N (3-benzyl-5-phenylpyrazin-2-amine). Yields the product C(C1=CC=CC=C1)C1=C2N(C=C(N1)C1=CC=CC=C1)C(C(=N2)CC2=CC=C(C=C2)O)=O (8-benzyl-2-(4-hydroxybenzyl)-6-phenylimidazo[1,2-a]pyrazin-3(7H)-one). RXN SMILES: [OH:1][C:2]1[CH:7]=[CH:6][C:5]([CH2:8][C:9](=O)[C:10]([OH:12])=O)=[CH:4][CH:3]=1.[CH2:14]([C:21]1[C:22]([NH2:33])=[N:23][CH:24]=[C:25]([C:27]2[CH:32]=[CH:31][CH:30]=[CH:29][CH:28]=2)[N:26]=1)[C:15]1[CH:20]=[CH:19][CH:18]=[CH:17][CH:16]=1>>[CH2:14]([C:21]1[NH:26][C:25]([C:27]2[CH:28]=[CH:29][CH:30]=[CH:31][CH:32]=2)=[CH:24][N:23]2[C:10](=[O:12])[C:9]([CH2:8][C:5]3[CH:4]=[CH:3][C:2]([OH:1])=[CH:7][CH:6]=3)=[N:33][C:22]=12)[C:15]1[CH:16]=[CH:17][CH:18]=[CH:19][CH:20]=1. Reported procedure: Synthesized using method A with 3-(4-hydroxyphenyl)-2-oxopropanoic acid and 3-benzyl-5-phenylpyrazin-2-amine as starting materials. Exact mass calculated for C26H22N3O2+ m/z+408.17, found m/z+408. The reactants are CC1(N=C(OC1)C1=C(C(=NO1)OCC)C)C (5-(4,5-Dihydro-4,4-dimethyl-1,3-oxazol-2-yl)-3-ethoxy-4-methylisoxazole), C1CC(=O)N(C1=O)Br (NBS). The solvent is ClC(Cl)(Cl)Cl (tetrachloromethane). Product: BrCC=1C(=NOC1C=1OCC(N1)(C)C)OCC (4-(Bromomethyl)-5-(4,5-dihydro-4,4-dimethyl-1,3-oxazol-2-yl)-3-ethoxyisoxazole). Yield: 74.1%. As a reaction SMILES: [CH3:1][C:2]1([CH3:16])[CH2:6][O:5][C:4]([C:7]2[O:11][N:10]=[C:9]([O:12][CH2:13][CH3:14])[C:8]=2[CH3:15])=[N:3]1.C1C(=O)N([Br:24])C(=O)C1>ClC(Cl)(Cl)Cl>[Br:24][CH2:15][C:8]1[C:9]([O:12][CH2:13][CH3:14])=[N:10][O:11][C:7]=1[C:4]1[O:5][CH2:6][C:2]([CH3:1])([CH3:16])[N:3]=1. Procedure details: 5-(4,5-Dihydro-4,4-dimethyl-1,3-oxazol-2-yl)-3-ethoxy-4-methylisoxazole (2.0 g, 8.9 mmol), NBS (1.75 g, 9.8 mmol) and tetrachloromethane (150 mL) was boiled under reflux for 5 h. The mixture was cooled, filtered and concentrated in vacuo. Flash chromatography (silica gel, eluent: toluene/EtOAc/triethylamine=100:10:1) gave the title compound as a yellow oil (2.0 g, 74%).